This data is from the Open Reaction Database (ORD), a public repository of structured organic reaction records. The task is: describe an organic reaction: reactants, conditions, products, and yield Starting materials: OCC1=CC(=NO1)C(C)=O (1-[5-(hydroxymethyl)-1,2-oxazol-3-yl]ethanone), C([O-])([O-])=O.[Cs+].[Cs+] (cesium carbonate), CI (methyl iodide), C([O-])([O-])=O.[Cs+].[Cs+] (cesium carbonate), CI (methyl iodide). Run in C1CCOC1 (THF). Conditions: temperature 60 celsius. Product: COCC1=CC(=NO1)C(C)=O (1-[5-(methoxymethyl)isoxazol-3-yl]ethanone). As a reaction SMILES: [OH:1][CH2:2][C:3]1[O:7][N:6]=[C:5]([C:8](=[O:10])[CH3:9])[CH:4]=1.[C:11](=O)([O-])[O-].[Cs+].[Cs+].CI>C1COCC1>[CH3:11][O:1][CH2:2][C:3]1[O:7][N:6]=[C:5]([C:8](=[O:10])[CH3:9])[CH:4]=1 |f:1.2.3|. Procedure: To a solution of 1-[5-(hydroxymethyl)-1,2-oxazol-3-yl]ethanone (1.00 g, 7.09 mmol) in dry THF (20 mL) under an atmosphere of nitrogen was introduced cesium carbonate (2.31 g, 7.09 mmol) and methyl iodide (5.03 g, 35.43 mmol). The reaction mixture was warmed to 60° C. for 16 hr, cooled to RT and the solids removed by filtration. The filtrate was re-treated with additional cesium carbonate (4.31 g, 13.23 mmol) and methyl iodide (9.59 g, 67.58 mmol) and warmed to 60° C. for 34 hr. After cooling to ... Starting materials: C(C)(=O)O[C@@H]1[C@@]2(CO[C@]([C@@H]([C@H]1OC(C)=O)OC(C)=O)(O2)C2=CC(=C(C=C2)Cl)CC2=CC=C(C=C2)OCC(C)=O)COC(C)=O ((1R,2S,3S,4R,5S)-1-(acetoxymethyl)-5-(4-chloro-3-(4-(2-oxopropoxy)benzyl)phenyl)-6,8-dioxabicyclo[3.2.1]octane-2,3,4-triyl triacetate), N1=CC=CC=C1 (pyridine), Cl.CON (O-methylhydroxylamine hydrochloride), O (water). The solvent is C(C)O (ethanol). Product: C(C)(=O)O[C@@H]1[C@@]2(CO[C@]([C@@H]([C@H]1OC(C)=O)OC(C)=O)(O2)C2=CC(=C(C=C2)Cl)CC2=CC=C(C=C2)OCC(C)=NOC)COC(C)=O ((1R,2S,3S,4R,5S)-1-(acetoxymethyl)-5-(4-chloro-3-(4-(2-(methoxy imino)propoxy)benzyl)phenyl)-6,8-dioxabicyclo[3.2.1]octane-2,3,4-triyl triacetate). Yield: 64.7%. Reaction SMILES: [C:1]([O:4][C@H:5]1[C@H:11]([O:12][C:13](=[O:15])[CH3:14])[C@@H:10]([O:16][C:17](=[O:19])[CH3:18])[C@:9]2([C:21]3[CH:26]=[CH:25][C:24]([Cl:27])=[C:23]([CH2:28][C:29]4[CH:34]=[CH:33][C:32]([O:35][CH2:36][C:37](=O)[CH3:38])=[CH:31][CH:30]=4)[CH:22]=3)[O:20][C@@:6]1([CH2:40][O:41][C:42](=[O:44])[CH3:43])[CH2:7][O:8]2)(=[O:3])[CH3:2].N1C=CC=CC=1.Cl.[CH3:52][O:53][NH2:54].O>C(O)C>[C:1]([O:4][C@H:5]1[C@H:11]([O:12][C:13](=[O:15])[CH3:14])[C@@H:10]([O:16][C:17](=[O:19])[CH3:18])[C@:9]2([C:21]3[CH:26]=[CH:25][C:24]([Cl:27])=[C:23]([CH2:28][C:29]4[CH:30]=[CH:31][C:32]([O:35][CH2:36][C:37](=[N:54][O:53][CH3:52])[CH3:38])=[CH:33][CH:34]=4)[CH:22]=3)[O:20][C@@:6]1([CH2:40][O:41][C:42](=[O:44])[CH3:43])[CH2:7][O:8]2)(=[O:3])[CH3:2] |f:2.3|. Reported procedure: To a solution of (1R,2S,3S,4R,5S)-1-(acetoxymethyl)-5-(4-chloro-3-(4-(2-oxopropoxy)benzyl)phenyl)-6,8-dioxabicyclo[3.2.1]octane-2,3,4-triyl triacetate (180 mg, 0.28 mmol), in ethanol (8 mL) under nitrogen atmosphere, were added pyridine (0.114 mL, 1.42 mmol) and O-methylhydroxylamine hydrochloride (72 mg, 0.85 mmol). The reaction mixture was refluxed for 2 h. After completion of the reaction as confirmed by TLC, water (10 mL) was added to the reaction mixture and the crude compound was extracted... Reactants: CN1CCN(CC1)N1C(SCC1=O)=O (3-(4-methylpiperazin-1-yl)-thiazolidine-2,4-dione), FC(C1=C(CN2N=CC3=CC(=CC=C23)C=O)C=CC(=C1)C(F)(F)F)(F)F ([2,4-bis(trifluoromethyl)benzyl]-1H-indazol-5-carbaldehyde). Product: FC(C1=C(CN2N=CC3=CC(=CC=C23)\C=C/2\C(N(C(S2)=O)N2CCN(CC2)C)=O)C=CC(=C1)C(F)(F)F)(F)F ((5Z)-5-({1-[2,4-Bis(trifluoromethyl)benzyl]-1H-indazol-5-yl}methylidene)-3-(4-methylpiperazin-1-yl)-1,3-thiazolidine-2,4-dione). Reaction SMILES: [CH3:1][N:2]1[CH2:7][CH2:6][N:5]([N:8]2[C:12](=[O:13])[CH2:11][S:10][C:9]2=[O:14])[CH2:4][CH2:3]1.[F:15][C:16]([F:40])([F:39])[C:17]1[CH:34]=[C:33]([C:35]([F:38])([F:37])[F:36])[CH:32]=[CH:31][C:18]=1[CH2:19][N:20]1[C:28]2[C:23](=[CH:24][C:25]([CH:29]=O)=[CH:26][CH:27]=2)[CH:22]=[N:21]1>>[F:40][C:16]([F:15])([F:39])[C:17]1[CH:34]=[C:33]([C:35]([F:36])([F:37])[F:38])[CH:32]=[CH:31][C:18]=1[CH2:19][N:20]1[C:28]2[C:23](=[CH:24][C:25](/[CH:29]=[C:11]3/[C:12](=[O:13])[N:8]([N:5]4[CH2:4][CH2:3][N:2]([CH3:1])[CH2:7][CH2:6]4)[C:9](=[O:14])[S:10]/3)=[CH:26][CH:27]=2)[CH:22]=[N:21]1. Reported procedure: (5Z)-5-({1-[2,4-Bis(trifluoromethyl)benzyl]-1H-indazol-5-yl}methylidene)-3-(4-methylpiperazin-1-yl)-1,3-thiazolidine-2,4-dione was prepared from 3-(4-methylpiperazin-1-yl)-thiazolidine-2,4-dione (from Example 349) and [2,4-bis(trifluoromethyl)benzyl]-1H-indazol-5-carbaldehyde (from Example 6) following General Procedure E. Reactants: CC1(CN2C(O1)=NC(=C2)[N+](=O)[O-])COC2=CC=C(C=C2)N2CCN(CC2)C(=O)OC(C)(C)C (tert-butyl 4-[4-(2-methyl-6-nitro-2,3-dihydroimidazo[2,1-b]oxazol-2-ylmethoxy)phenyl]piperazine-1-carboxylate), ClC=1C=C(CO)C=CC1Cl (3,4-dichlorobenzyl alcohol), C(=O)(N1C=NC=C1)N1C=NC=C1 (1,1′-carbonyldiimidazole), FC(C(=O)O)(F)F (trifluoroacetic acid). Run in O (water), C(Cl)Cl (methylene chloride), CN(C)C=O (DMF). Conditions: time 3 hour. The product is CC1(CN2C(O1)=NC(=C2)[N+](=O)[O-])COC2=CC=C(C=C2)N2CCN(CC2)C(=O)OCC2=CC(=C(C=C2)Cl)Cl (3,4-dichlorobenzyl 4-[4-(2-methyl-6-nitro-2,3-dihydroimidazo[2,1-b]oxazol-2-ylmethoxy)phenyl]piperazine-1-carboxylate). Yield: 69.1%. Reaction SMILES: [CH3:1][C:2]1([CH2:13][O:14][C:15]2[CH:20]=[CH:19][C:18]([N:21]3[CH2:26][CH2:25][N:24]([C:27]([O:29]C(C)(C)C)=[O:28])[CH2:23][CH2:22]3)=[CH:17][CH:16]=2)[O:6][C:5]2=[N:7][C:8]([N+:10]([O-:12])=[O:11])=[CH:9][N:4]2[CH2:3]1.FC(F)(F)C(O)=O.[Cl:41][C:42]1[CH:43]=[C:44]([CH:47]=[CH:48][C:49]=1[Cl:50])[CH2:45]O.C(N1C=CN=C1)(N1C=CN=C1)=O>C(Cl)Cl.CN(C=O)C.O>[CH3:1][C:2]1([CH2:13][O:14][C:15]2[CH:20]=[CH:19][C:18]([N:21]3[CH2:22][CH2:23][N:24]([C:27]([O:29][CH2:45][C:44]4[CH:47]=[CH:48][C:49]([Cl:50])=[C:42]([Cl:41])[CH:43]=4)=[O:28])[CH2:25][CH2:26]3)=[CH:17][CH:16]=2)[O:6][C:5]2=[N:7][C:8]([N+:10]([O-:12])=[O:11])=[CH:9][N:4]2[CH2:3]1. Procedure details: Tert-butyl 4-[4-(2-methyl-6-nitro-2,3-dihydroimidazo[2,1-b]oxazol-2-ylmethoxy)phenyl]-piperazine-1-carboxylate prepared in Example 131 (118 mg, 0.26 mmol) was dissolved in methylene chloride (5 ml). To the solution, trifluoroacetic acid (5 ml) was added, and the mixture was stirred at room temperature for 3 hours. The reaction mixture was concentrated under reduced pressure and added methylene chloride (2 ml) and triethylamine (2 ml). The solution was stirred at room temperature for 5 minutes an... Reactants: O (water), C(=O)(O)C1=CC=C(C=O)C=C1 (4-carboxybenzaldehyde), CC1(CCSC2=CC=C(C=C12)C#C)C ((4,4-dimethylthiochroman-6- yl)acetylene), C(CCC)[Li] (n-butyllithium). Run in C1CCOC1 (THF), C1CCOC1 (THF). Conditions: time 30 minute. The product is OC(C#CC=1C=C2C(CCSC2=CC1)(C)C)C1=CC=C(C(=O)O)C=C1 (4-[1-hydroxy-3-(4,4-dimethylthiochroman-6-yl)-2-propynyl]benzoic acid). RXN SMILES: [CH3:1][C:2]1([CH3:14])[C:11]2[C:6](=[CH:7][CH:8]=[C:9]([C:12]#[CH:13])[CH:10]=2)[S:5][CH2:4][CH2:3]1.C([Li])CCC.[C:20]([C:23]1[CH:30]=[CH:29][C:26]([CH:27]=[O:28])=[CH:25][CH:24]=1)([OH:22])=[O:21].O>C1COCC1>[OH:28][CH:27]([C:26]1[CH:25]=[CH:24][C:23]([C:20]([OH:22])=[O:21])=[CH:30][CH:29]=1)[C:13]#[C:12][C:9]1[CH:10]=[C:11]2[C:6](=[CH:7][CH:8]=1)[S:5][CH2:4][CH2:3][C:2]2([CH3:14])[CH3:1]. Procedure details: 2 g (9.9 mmol) of (4,4-dimethylthiochroman-6- yl)acetylene and 25 ml of THF were introduced into a three-necked flask under a stream of nitrogen, 4 ml (9.9 mmol) of an n-butyllithium solution (2.5M in hexane) were added dropwise at -50° C. and stirring was carried out for 30 min. A solution of 743 mg (4.9 mmol) of 4-carboxybenzaldehyde in 25 ml of THF was then added and stirring was carried out at room temperature for one hour. The reaction mixture was poured into water and extracted with ethyl ... Reactants: CCOC(=O)CBr, NC1CC1, [K+], [K+], O=C([O-])[O-], CN(C)C=O, O. Yields the product CCOC(=O)CNC1CC1. RXN SMILES: [Br:1][CH2:2][C:3](=[O:4])[O:5][CH2:6][CH3:7].[CH:8]1([NH2:11])[CH2:9][CH2:10]1.[K+:12].[K+:13].[O-:14][C:15]([O-:16])=[O:17].[O:19]=[CH:20][N:21]([CH3:22])[CH3:23].[OH2:18]>>[CH2:2]([C:3](=[O:4])[O:5][CH2:6][CH3:7])[NH:11][CH:8]1[CH2:9][CH2:10]1.